Dataset: the Open Reaction Database (ORD), a public repository of structured organic reaction records. Task: describe an organic reaction: reactants, conditions, products, and yield The reactants are C1CCOC1, C#CCOC(=O)c1cc(F)c(OCC#C)c(F)c1F, Cl, [Li+], [OH-], O, O. Yields the product C#CCOc1c(F)cc(C(=O)O)c(F)c1F. RXN SMILES: [CH2:1]1[O:2][CH2:3][CH2:4][CH2:5]1.[CH2:6]([C:7]#[CH:8])[O:9][C:10]([c:11]1[c:12]([F:23])[c:13]([F:22])[c:14]([O:18][CH2:19][C:20]#[CH:21])[c:15]([F:17])[cH:16]1)=[O:24].[ClH:28].[Li+:27].[OH-:26].[OH2:25].[OH2:29]>>[O:9]=[C:10]([c:11]1[c:12]([F:23])[c:13]([F:22])[c:14]([O:18][CH2:19][C:20]#[CH:21])[c:15]([F:17])[cH:16]1)[OH:24]. Starting materials: CC(=O)O, COc1cccc2c1C(=O)OC2=O, CNC(=O)C(CC(C)C)NC(=O)C(CC(C)C)CP(=O)(CN)OC. The product is CNC(=O)C(CC(C)C)NC(=O)C(CC(C)C)CP(=O)(CN1C(=O)c2cccc(OC)c2C1=O)OC. As a reaction SMILES: [C:1]([OH:2])(=[O:3])[CH3:4].[CH3:29][O:30][c:31]1[c:32]2[c:33]([cH:39][cH:40][cH:41]1)[C:34](=[O:35])[O:36][C:37]2=[O:38].[CH3:5][O:6][P:7](=[O:8])([CH2:9][CH:10]([CH2:11][CH:12]([CH3:13])[CH3:14])[C:15]([NH:16][CH:17]([CH2:18][CH:19]([CH3:20])[CH3:21])[C:22]([NH:23][CH3:24])=[O:25])=[O:26])[CH2:27][NH2:28]>>[CH3:5][O:6][P:7](=[O:8])([CH2:9][CH:10]([CH2:11][CH:12]([CH3:13])[CH3:14])[C:15]([NH:16][CH:17]([CH2:18][CH:19]([CH3:20])[CH3:21])[C:22]([NH:23][CH3:24])=[O:25])=[O:26])[CH2:27][N:28]1[C:34](=[O:35])[c:33]2[c:32]([c:31]([O:30][CH3:29])[cH:41][cH:40][cH:39]2)[C:37]1=[O:36].